This data is from the Open Reaction Database (ORD), a public repository of structured organic reaction records. The task is: describe an organic reaction: reactants, conditions, products, and yield Starting materials: Cl.FC=1C=C2C=3C[C@H](NCC3NC2=CC1)C(=O)OC (methyl (3S)-6-fluoro-1,2,3,4-tetrahydro-β-carboline-3-carboxylate hydrochloride), [BH4-].[Na+] (sodium borohydride), C(C)O (ethanol). Solvent: O (water). Run at time 21 hour. Yields the product OC[C@H]1NCC=2NC3=CC=C(C=C3C2C1)F ((3S)-3-hydroxymethyl-6-fluoro-1,2,3,4-tetrahydro-β-carboline). Yield: 64.1%. Reaction SMILES: Cl.[F:2][C:3]1[CH:4]=[C:5]2[C:13](=[CH:14][CH:15]=1)[NH:12][C:11]1[CH2:10][NH:9][C@H:8]([C:16](OC)=[O:17])[CH2:7][C:6]2=1.[BH4-].[Na+].C(O)C>O>[OH:17][CH2:16][C@@H:8]1[CH2:7][C:6]2[C:5]3[C:13](=[CH:14][CH:15]=[C:3]([F:2])[CH:4]=3)[NH:12][C:11]=2[CH2:10][NH:9]1 |f:0.1,2.3|. Procedure details: A mixture of 0.577 g of methyl (3S)-6-fluoro-1,2,3,4-tetrahydro-β-carboline-3-carboxylate hydrochloride, 0.32 g of sodium borohydride, 20 ml of ethanol and 10 ml of water is stirred at room temperature for 21 hours, and then further refluxed for 3 hours. After the reaction, insoluble materials are removed by filtration and washed with hot ethanol. The filtrate and washings are combined and concentrated. Water is added to the residue, and crystalline precipitates are collected by filtration and d...